From a dataset of the Open Reaction Database (ORD), a public repository of structured organic reaction records. describe an organic reaction: reactants, conditions, products, and yield Reactants: CC(=O)OC(C)(C)C, C1CCOC1, [Li]CCCC, CC(C)C(=O)CCc1ccsc1, CC(C)NC(C)C. Product: CC(C)C(O)(CCc1ccsc1)CC(=O)OC(C)(C)C. RXN SMILES: [C:1]([CH3:2])(=[O:3])[O:4][C:5]([CH3:6])([CH3:7])[CH3:8].[CH2:33]1[O:34][CH2:35][CH2:36][CH2:37]1.[CH3:16][CH2:17][CH2:18][CH2:19][Li:20].[CH3:21][CH:22]([C:23]([CH2:24][CH2:25][c:26]1[cH:27][s:28][cH:29][cH:30]1)=[O:31])[CH3:32].[CH:9]([NH:10][CH:11]([CH3:12])[CH3:13])([CH3:14])[CH3:15]>>[C:1]([CH2:2][C:23]([CH:22]([CH3:21])[CH3:32])([CH2:24][CH2:25][c:26]1[cH:27][s:28][cH:29][cH:30]1)[OH:31])(=[O:3])[O:4][C:5]([CH3:6])([CH3:7])[CH3:8]. Reactants: CCO, Cc1cc(C)c([N+](=O)[O-])c(N)c1, [H][H], [Pd]. The product is Cc1cc(C)c(N)c(N)c1. Reaction SMILES: [CH3:15][CH2:16][OH:17].[CH3:1][c:2]1[c:3]([N+:10]([O-:11])=[O:12])[c:4]([NH2:5])[cH:6][c:7]([CH3:9])[cH:8]1.[H:13][H:14].[Pd:18]>>[CH3:1][c:2]1[c:3]([NH2:10])[c:4]([NH2:5])[cH:6][c:7]([CH3:9])[cH:8]1. As a reaction SMILES: NC(N)=O.[CH:5]12[O:12][CH:9]([CH2:10][CH2:11]1)[CH2:8][N:7]([C:13]1[N:18]=[C:17]([C:19]3[CH:24]=[CH:23][C:22]([NH:25][C:26]([NH:28][CH2:29][CH3:30])=[O:27])=[CH:21][CH:20]=3)[N:16]=[C:15]3[N:31]([CH:34]4[CH2:39]CN(C(OCC)=O)CC4)[N:32]=[CH:33][C:14]=13)[CH2:6]2.NC1C=[CH:52][C:49]([CH2:50][OH:51])=[CH:48][CH:47]=1.NC1C=CC=CC=1>>[CH:5]12[O:12][CH:9]([CH2:10][CH2:11]1)[CH2:8][N:7]([C:13]1[N:18]=[C:17]([C:19]3[CH:24]=[CH:23][C:22]([NH:25][C:26]([NH:28][C:29]4[CH:47]=[CH:48][C:49]([CH2:50][OH:51])=[CH:52][CH:30]=4)=[O:27])=[CH:21][CH:20]=3)[N:16]=[C:15]3[N:31]([CH2:34][CH3:39])[N:32]=[CH:33][C:14]=13)[CH2:6]2. The reactants are NC1=CC=CC=C1 (aniline), NC(=O)N (urea), C12CN(CC(CC1)O2)C2=C1C(=NC(=N2)C2=CC=C(C=C2)NC(=O)NCC)N(N=C1)C1CCN(CC1)C(=O)OCC (ethyl 4-(4-(8-oxa-3-azabicyclo[3.2.1]octan-3-yl)-6-(4-(3-ethylureido)phenyl)-1H-pyrazolo[3,4-d]pyrimidin-1-yl)piperidine-1-carboxylate), NC1=CC=C(CO)C=C1 (4-aminobenzylalcohol). The product is C12CN(CC(CC1)O2)C2=C1C(=NC(=N2)C2=CC=C(C=C2)NC(=O)NC2=CC=C(C=C2)CO)N(N=C1)CC (1-(4-(4-(8-oxa-3-azabicyclo[3.2.1]octan-3-yl)-1-ethyl-1H-pyrazolo[3,4-d]pyrimidin-6-yl)phenyl)-3-(4-(hydroxymethyl)phenyl)urea). Reported procedure: A urea formation procedure similar to that used for the synthesis of ethyl 4-(4-(8-oxa-3-azabicyclo[3.2.1]octan-3-yl)-6-(4-(3-ethylureido)phenyl)-1H-pyrazolo[3,4-d]pyrimidin-1-yl)piperidine-1-carboxylate is used, utilizing 4-aminobenzylalcohol as the aniline component. (84%, MS=500.2 (M+H)) Starting materials: [OH-].[Na+] (sodium hydroxide), BrCC=C(CCC=C(C)C)C (1-bromo-3,7-dimethylocta-2,6-diene), CO (methanol), S (hydrogen sulfide), S (hydrogen sulfide). Solvent: O (water). Reaction SMILES: [OH-].[Na+].CO.[SH2:5].Br[CH2:7][CH:8]=[C:9]([CH3:16])[CH2:10][CH2:11][CH:12]=[C:13]([CH3:15])[CH3:14]>O>[CH3:16][C:9]([CH2:10][CH2:11][CH:12]=[C:13]([CH3:15])[CH3:14])=[CH:8][CH2:7][SH:5] |f:0.1|. Procedure: To a solution of 2 g. of sodium hydroxide in 40 ml. of methanol saturated with hydrogen sulfide is added 14 g. of 1-bromo-3,7-dimethylocta-2,6-diene. The mixture is stirred at about 25° for about five hours with continued introduction of hydrogen sulfide. The mixture is diluted with water and then extracted with petroleum ether. The organic phase is washed well with water, dried over sodium sulfate and evaporated under reduced pressure to yield 3,7-dimethylocta-2,6-dienylmercaptan which is purif... Product: CC(=CCS)CCC=C(C)C (3,7-dimethylocta-2,6-dienylmercaptan). The reactants are solution, [OH-].[Na+] (sodium hydroxide), COC=1C=C2C(=NC=NC2=CC1OC)OC1=CC=C(C=C1)NC(COC1=C(C=CC=C1)C)=O (N1-{4-[(6,7-Dimethoxy-4-quinazolinyl)oxy]phenyl}-2-(2-methylphenoxy)acetamide), Cl (hydrochloric acid). Run in O1CCCC1 (tetrahydrofuran), O1CCCC1 (tetrahydrofuran). Run at temperature 0 celsius. The product is COC=1C=C2C(=NC=NC2=CC1OC)OC1=CC=C(C=C1)NCCOC1=C(C=CC=C1)C (N-{4-[(6,7-Dimethoxy-4-quinazolinyl)oxy]phenyl}-N-[2-(2-methylphenoxy)ethyl]amine). Yield: 80.0%. Reaction SMILES: [CH3:1][O:2][C:3]1[CH:4]=[C:5]2[C:10](=[CH:11][C:12]=1[O:13][CH3:14])[N:9]=[CH:8][N:7]=[C:6]2[O:15][C:16]1[CH:21]=[CH:20][C:19]([NH:22][C:23](=O)[CH2:24][O:25][C:26]2[CH:31]=[CH:30][CH:29]=[CH:28][C:27]=2[CH3:32])=[CH:18][CH:17]=1.Cl.[OH-].[Na+]>O1CCCC1>[CH3:1][O:2][C:3]1[CH:4]=[C:5]2[C:10](=[CH:11][C:12]=1[O:13][CH3:14])[N:9]=[CH:8][N:7]=[C:6]2[O:15][C:16]1[CH:17]=[CH:18][C:19]([NH:22][CH2:23][CH2:24][O:25][C:26]2[CH:31]=[CH:30][CH:29]=[CH:28][C:27]=2[CH3:32])=[CH:20][CH:21]=1 |f:2.3|. Reported procedure: N1-{4-[(6,7-Dimethoxy-4-quinazolinyl)oxy]phenyl}-2-(2-methylphenoxy)acetamide (200 mg) was dissolved in tetrahydrofuran (10 ml) to prepare a solution. A 1 M solution (1.3 ml) of a borane-tetrahydrofuran complex in tetrahydrofuran was then added to the solution, and the mixture was stirred with heating under reflux for 2 hr. The reaction solution was cooled to 0° C. and was adjusted to pH=1 by the addition of 1 N hydrochloric acid, followed by stirring with heating under reflux for 30 min. The re... Starting materials: CCCCCCCCc1ccc(CC#CCCCCO)cc1, O=[Cr](=O)([O-])O[Cr](=O)(=O)[O-], [Na+], CN(C)C=O, [OH-], c1cc[nH+]cc1, c1cc[nH+]cc1. Product: CCCCCCCCc1ccc(CC#CCCCC(=O)O)cc1. As a reaction SMILES: [CH2:1]([CH2:2][CH2:3][CH2:4][CH2:5][CH2:6][CH2:7][CH3:8])[c:9]1[cH:10][cH:11][c:12]([CH2:15][C:16]#[C:17][CH2:18][CH2:19][CH2:20][CH2:21][OH:22])[cH:13][cH:14]1.[Cr:23](=[O:24])([O:25][Cr:26]([O-:27])(=[O:28])=[O:29])([O-:30])=[O:31].[Na+:45].[O:46]=[CH:47][N:48]([CH3:49])[CH3:50].[OH-:44].[nH+:32]1[cH:33][cH:34][cH:35][cH:36][cH:37]1.[nH+:38]1[cH:39][cH:40][cH:41][cH:42][cH:43]1>>[CH2:1]([CH2:2][CH2:3][CH2:4][CH2:5][CH2:6][CH2:7][CH3:8])[c:9]1[cH:10][cH:11][c:12]([CH2:15][C:16]#[C:17][CH2:18][CH2:19][CH2:20][C:21](=[O:22])[OH:24])[cH:13][cH:14]1.